This data is from the Open Reaction Database (ORD), a public repository of structured organic reaction records. The task is: describe an organic reaction: reactants, conditions, products, and yield RXN SMILES: [Cl-].[Mg+2].[Cl-].[C:4]([O:10][CH2:11][CH3:12])(=[O:9])[CH2:5][C:6]([O-:8])=O.[K+].[Cl:14][C:15]1[C:16]([F:34])=[C:17]([CH:31]=[CH:32][CH:33]=1)[CH2:18][C:19]1[C:20]([O:29][CH3:30])=[CH:21][C:22]([F:28])=[C:23]([CH:27]=1)C(Cl)=O.Cl>O1CCCC1.C1(C)C=CC=CC=1.C(N(CC)CC)C>[CH2:11]([O:10][C:4](=[O:9])[CH2:5][C:6]([C:23]1[CH:27]=[C:19]([CH2:18][C:17]2[CH:31]=[CH:32][CH:33]=[C:15]([Cl:14])[C:16]=2[F:34])[C:20]([O:29][CH3:30])=[CH:21][C:22]=1[F:28])=[O:8])[CH3:12] |f:0.1.2,3.4|. Run in C1(=CC=CC=C1)C (toluene), O1CCCC1 (tetrahydrofuran), C(C)N(CC)CC (Triethylamine), C1(=CC=CC=C1)C (toluene). Product: C(C)OC(CC(=O)C1=C(C=C(C(=C1)CC1=C(C(=CC=C1)Cl)F)OC)F)=O (3-(5-(3-chloro-2-fluorobenzyl)-2-fluoro-4-methoxyphenyl)-3-oxopropionic acid ethyl ester). Procedure: Triethylamine (9.71 g) and magnesium chloride (7.61 g) were successively added to a suspension of potassium ethyl malonate (10.8 g) in tetrahydrofuran with stirring at room temperature. After stirring at 60-70° C. for 1.5 hr, a solution of 5-(3-chloro-2-fluorobenzyl)-2-fluoro-4-methoxybenzoyl chloride prepared in Step V in toluene was added dropwise, and the mixture was further stirred for 30 min. After cooling, toluene (50 ml) and 2N hydrochloric acid (60 ml) were added to the reaction mixture,... Reactants: Cl (hydrochloric acid), [Cl-].[Mg+2].[Cl-] (magnesium chloride), C(CC(=O)[O-])(=O)OCC.[K+] (potassium ethyl malonate), ClC=1C(=C(CC=2C(=CC(=C(C(=O)Cl)C2)F)OC)C=CC1)F (5-(3-chloro-2-fluorobenzyl)-2-fluoro-4-methoxybenzoyl chloride). Reactants: [OH-].[Na+] (sodium hydroxide), C(CCC)C=1N(C2=C(C=NC=3C=CC=NC23)N1)CCCC(=O)OCC (ethyl 4-(2-butyl-1H-imidazo[4,5-c][1,5]naphthyridin-1-yl)butyrate). Run in C(C)O (ethanol). Reaction conditions: time 8 hour. Product: C(CCC)C=1N(C2=C(C=NC=3C=CC=NC23)N1)CCCC(=O)O (4-(2-butyl-1H-imidazo[4,5-c][1,5]naphthyridin-1-yl)butyric acid). The yield is 94.2%. As a reaction SMILES: [OH-].[Na+].[CH2:3]([C:7]1[N:8]([CH2:20][CH2:21][CH2:22][C:23]([O:25]CC)=[O:24])[C:9]2[C:18]3[N:17]=[CH:16][CH:15]=[CH:14][C:13]=3[N:12]=[CH:11][C:10]=2[N:19]=1)[CH2:4][CH2:5][CH3:6]>C(O)C>[CH2:3]([C:7]1[N:8]([CH2:20][CH2:21][CH2:22][C:23]([OH:25])=[O:24])[C:9]2[C:18]3[N:17]=[CH:16][CH:15]=[CH:14][C:13]=3[N:12]=[CH:11][C:10]=2[N:19]=1)[CH2:4][CH2:5][CH3:6] |f:0.1|. Reported procedure: Aqueous sodium hydroxide (6M, 4 mL, 24 mmol, 2 eq) was added to a solution of ethyl 4-(2-butyl-1H-imidazo[4,5-c][1,5]naphthyridin-1-yl)butyrate (4.1 g, 12.0 mmol, 1.0 eq) in ethanol (50 mL) and stirred overnight at ambient temperature. The reaction mixture was concentrated under reduced pressure, dissolved in water (15 mL) and adjusted to a pH of 4. The precipitate was filtered and dried at 65° C. under vacuum to afford 3.53 g of 4-(2-butyl-1H-imidazo[4,5-c][1,5]naphthyridin-1-yl)butyric acid as...